Dataset: the Open Reaction Database (ORD), a public repository of structured organic reaction records. Task: describe an organic reaction: reactants, conditions, products, and yield The reactants are [Li]CCCC, COCCOC, Cc1cc(C)nc(S(=O)(=O)F)n1, Nc1c(Cl)cccc1Cl. The product is Cc1cc(C)nc(S(=O)(=O)Nc2c(Cl)cccc2Cl)n1. RXN SMILES: [CH2:10]([Li:11])[CH2:12][CH2:13][CH3:14].[CH2:27]([CH2:28][O:29][CH3:30])[O:31][CH3:32].[CH3:15][c:16]1[n:17][c:18]([S:23](=[O:24])(=[O:25])[F:26])[n:19][c:20]([CH3:22])[cH:21]1.[NH2:1][c:2]1[c:3]([Cl:4])[cH:5][cH:6][cH:7][c:8]1[Cl:9]>>[NH:1]([c:2]1[c:3]([Cl:4])[cH:5][cH:6][cH:7][c:8]1[Cl:9])[S:23]([c:18]1[n:17][c:16]([CH3:15])[cH:21][c:20]([CH3:22])[n:19]1)(=[O:24])=[O:25].